Task: describe an organic reaction: reactants, conditions, products, and yield. Dataset: the Open Reaction Database (ORD), a public repository of structured organic reaction records Starting materials: [Al+3], CCOCC, CC(C=O)=CCC1CC2CC(C1C)C2(C)C, [H-], [H-], [H-], [H-], [Li+], O. Product: CC(=CCC1CC2CC(C1C)C2(C)C)CO. As a reaction SMILES: [Al+3:2].[CH2:24]([O:25][CH2:26][CH3:27])[CH3:28].[CH3:7][C:8]([CH:9]=[O:10])=[CH:11][CH2:12][CH:13]1[CH:14]([CH3:22])[CH:15]2[C:16]([CH3:20])([CH3:21])[CH:17]([CH2:18]1)[CH2:19]2.[H-:1].[H-:4].[H-:5].[H-:6].[Li+:3].[OH2:23]>>[CH3:7][C:8]([CH2:9][OH:10])=[CH:11][CH2:12][CH:13]1[CH:14]([CH3:22])[CH:15]2[C:16]([CH3:20])([CH3:21])[CH:17]([CH2:18]1)[CH2:19]2.